describe an organic reaction: reactants, conditions, products, and yield From a dataset of the Open Reaction Database (ORD), a public repository of structured organic reaction records. Yield: 65.0%. Solvent: C(C)(=O)OCC (ethyl acetate), CC(C)O (2-propanol). Reaction conditions: time 2 hour. Reported procedure: To a solution of tert-butyl {[1-[(3-cyanophenyl)sulfonyl]-4-fluoro-5-(2-fluoropyridin-3-yl)-1H-pyrrol-3-yl]methyl}methylcarbamate (435 mg) in ethyl acetate (3 mL) and 2-propanol (2 mL) was added 4 mol/L hydrogen chloride-ethyl acetate solution (6 mL), and the mixture was stirred at room temperature for 2 hr. The reaction mixture was concentrated under reduced pressure, and the residue was recrystallized from ethanol to give the title compound as a white solid (yield 245 mg, 65%). The reactants are C(#N)C=1C=C(C=CC1)S(=O)(=O)N1C=C(C(=C1C=1C(=NC=CC1)F)F)CN(C(OC(C)(C)C)=O)C (tert-butyl {[1-[(3-cyanophenyl)sulfonyl]-4-fluoro-5-(2-fluoropyridin-3-yl)-1H-pyrrol-3-yl]methyl}methylcarbamate), C(C)(=O)OCC.Cl (hydrogen chloride-ethyl acetate). Yields the product Cl.FC1=C(N(C=C1CNC)S(=O)(=O)C=1C=C(C#N)C=CC1)C=1C(=NC=CC1)F (3-({3-fluoro-2-(2-fluoropyridin-3-yl)-4-[(methylamino)methyl]-1H-pyrrol-1-yl}sulfonyl)benzonitrile hydrochloride). RXN SMILES: [C:1]([C:3]1[CH:4]=[C:5]([S:9]([N:12]2[C:16]([C:17]3[C:18]([F:23])=[N:19][CH:20]=[CH:21][CH:22]=3)=[C:15]([F:24])[C:14]([CH2:25][N:26](C)[C:27](=O)OC(C)(C)C)=[CH:13]2)(=[O:11])=[O:10])[CH:6]=[CH:7][CH:8]=1)#[N:2].C(OCC)(=O)C.[ClH:41]>C(OCC)(=O)C.CC(O)C>[ClH:41].[F:24][C:15]1[C:14]([CH2:25][NH:26][CH3:27])=[CH:13][N:12]([S:9]([C:5]2[CH:4]=[C:3]([CH:8]=[CH:7][CH:6]=2)[C:1]#[N:2])(=[O:11])=[O:10])[C:16]=1[C:17]1[C:18]([F:23])=[N:19][CH:20]=[CH:21][CH:22]=1 |f:1.2,5.6|. As a reaction SMILES: [C:1]([O:2][C:3](=[O:4])[NH:8][CH:9]([CH:10]([CH3:11])[CH2:12][CH3:13])[C:14](=[O:15])[NH:16][CH2:17][CH2:18][CH2:19][Br:20])([CH3:5])([CH3:6])[CH3:7].[C:21](=[O:22])([O:23][C:24]([CH3:25])([CH3:26])[CH3:27])[NH:28][CH:29]([CH2:30][c:31]1[cH:32][cH:33][c:34]([OH:37])[cH:35][cH:36]1)[C:38](=[O:39])[OH:40].[Cl:48][CH2:49][Cl:50].[F:41][C:42]([F:43])([F:44])[C:45]([OH:46])=[O:47]>>[NH:8]([CH:9]([CH:10]([CH3:11])[CH2:12][CH3:13])[C:14](=[O:15])[NH:16][CH2:17][CH2:18][CH2:19][Br:20])[C:38]([CH:29]([NH:28][C:21](=[O:22])[O:23][C:24]([CH3:25])([CH3:26])[CH3:27])[CH2:30][c:31]1[cH:32][cH:33][c:34]([OH:37])[cH:35][cH:36]1)=[O:40]. Starting materials: CCC(C)C(NC(=O)OC(C)(C)C)C(=O)NCCCBr, CC(C)(C)OC(=O)NC(Cc1ccc(O)cc1)C(=O)O, ClCCl, O=C(O)C(F)(F)F. Product: CCC(C)C(NC(=O)C(Cc1ccc(O)cc1)NC(=O)OC(C)(C)C)C(=O)NCCCBr. Starting materials: O (water), ClC=1C=2C=CC=CC2N2CC(NC3=C(C21)C=CC=C3)=O (13-chloroindolo[1,2-d][1,4]benzodiazepin-6(7H)-one), P12(=S)SP3(=S)SP(=S)(S1)SP(=S)(S2)S3 (phosphorus pentasulfide), C([O-])(O)=O.[Na+] (sodium bicarbonate). Run in COCCOCCOC (diglyme). Run at temperature 110 celsius. The product is ClC=1C=2C=CC=CC2N2CC(NC3=C(C21)C=CC=C3)=S (13-Chloroindolo[1,2-d][1,4]benzodiazepin-6(7H)-thione). Isolated yield 15.7%. As a reaction SMILES: [Cl:1][C:2]1[C:3]2[CH:4]=[CH:5][CH:6]=[CH:7][C:8]=2[N:9]2[C:15]=1[C:14]1[CH:16]=[CH:17][CH:18]=[CH:19][C:13]=1[NH:12][C:11](=O)[CH2:10]2.P12(SP3(SP(SP(S3)(S1)=S)(=S)S2)=S)=[S:22].C(=O)(O)[O-].[Na+].O>COCCOCCOC>[Cl:1][C:2]1[C:3]2[CH:4]=[CH:5][CH:6]=[CH:7][C:8]=2[N:9]2[C:15]=1[C:14]1[CH:16]=[CH:17][CH:18]=[CH:19][C:13]=1[NH:12][C:11](=[S:22])[CH2:10]2 |f:2.3|. Reported procedure: A mixture of 12.5 g 13-chloroindolo[1,2-d][1,4]benzodiazepin-6(7H)-one, 22.6 g phosphorus pentasulfide and 8.6 g sodium bicarbonate in 240 ml diglyme was heated at 110° C. for two hours. The resulting mixture was cooled and poured into 2.5 L water to precipitate a solid. The solid was collected, washed with water and dried (P2O5) to give 11.9 g crude product. Recrystallization of 3.3 g from toluene (300 ml) gave 2.08 g fluffy solid, m.p. 280°-282° C. (dec.). Reactants: C1CCNC1, COc1ccc2c(c1)C(=O)CCO2, CO, O=Cc1cccnc1. Yields the product COc1ccc2c(c1)C(=O)C(=Cc1cccnc1)CO2. RXN SMILES: [CH2:22]1[CH2:23][NH:24][CH2:25][CH2:26]1.[CH3:1][O:2][c:3]1[cH:4][c:5]2[c:10]([cH:11][cH:12]1)[O:9][CH2:8][CH2:7][C:6]2=[O:13].[CH3:27][OH:28].[n:14]1[cH:15][c:16]([CH:20]=[O:21])[cH:17][cH:18][cH:19]1>>[CH3:1][O:2][c:3]1[cH:4][c:5]2[c:10]([cH:11][cH:12]1)[O:9][CH2:8][C:7](=[CH:20][c:16]1[cH:15][n:14][cH:19][cH:18][cH:17]1)[C:6]2=[O:13]. Starting materials: Cn1c(S)nnc1-c1ccccc1, CCC(=O)c1ccc2c(c1)CN(CCCCl)C2. Product: CCC(=O)c1ccc2c(c1)CN(CCCSc1nnc(-c3ccccc3)n1C)C2, Cl. RXN SMILES: [CH3:1][n:2]1[c:3]([SH:13])[n:4][n:5][c:6]1-[c:7]1[cH:8][cH:9][cH:10][cH:11][cH:12]1.[Cl:14][CH2:15][CH2:16][CH2:17][N:18]1[CH2:19][c:20]2[cH:21][cH:22][c:23]([C:27]([CH2:28][CH3:29])=[O:30])[cH:24][c:25]2[CH2:26]1>>[CH3:1][n:2]1[c:3]([S:13][CH2:15][CH2:16][CH2:17][N:18]2[CH2:19][c:20]3[cH:21][cH:22][c:23]([C:27]([CH2:28][CH3:29])=[O:30])[cH:24][c:25]3[CH2:26]2)[n:4][n:5][c:6]1-[c:7]1[cH:8][cH:9][cH:10][cH:11][cH:12]1.[ClH:14]. Reactants: CN(C(COC1=C(C=C(C=C1)OC)C=NCCC1=CC=CC=C1)C)C (N-[[2-[2-(Dimethylamino)propoxyl]-5-methoxyphenyl]methylene]benzeneethanamine), [BH4-].[Na+] (sodium borohydride). Run in CO (methanol). Product: CN(C(COC1=C(C=C(C=C1)OC)CNCCC1=CC=CC=C1)C)C (N-[[2-[2-(Dimethylamino)propoxyl]-5-methoxyphenyl]methyl]benzeneethanamine). Isolated yield 74.7%. As a reaction SMILES: [CH3:1][N:2]([CH3:25])[CH:3]([CH3:24])[CH2:4][O:5][C:6]1[CH:11]=[CH:10][C:9]([O:12][CH3:13])=[CH:8][C:7]=1[CH:14]=[N:15][CH2:16][CH2:17][C:18]1[CH:23]=[CH:22][CH:21]=[CH:20][CH:19]=1.[BH4-].[Na+]>CO>[CH3:25][N:2]([CH3:1])[CH:3]([CH3:24])[CH2:4][O:5][C:6]1[CH:11]=[CH:10][C:9]([O:12][CH3:13])=[CH:8][C:7]=1[CH2:14][NH:15][CH2:16][CH2:17][C:18]1[CH:19]=[CH:20][CH:21]=[CH:22][CH:23]=1 |f:1.2|. Procedure details: N-[[2-[2-(Dimethylamino)propoxyl]-5-methoxyphenyl]methylene]benzeneethanamine (39.5 g) is reduced with 13.0 g of sodium borohydride in 200 ml of methanol following the procedure described in Example 1C yielding 29.7 g of the title compound, boiling point 205°-210° C. at 0.4-0.5 mm of Hg. Starting materials: [Li+].CC(C)[N-]C(C)C (LDA), C(=O)=O.CC(=O)C (dry ice acetone), COC(=O)C1(CC1)OC (1-methoxy-cyclopropanecarboxylic acid methyl ester), C(C)#N (acetonitrile). The solvent is C1CCOC1 (THF), C1CCOC1 (THF). Conditions: temperature -78 celsius, time 1 hour. The product is COC1(CC1)C(CC#N)=O (3-(1-Methoxy-cyclopropyl)-3-oxo-propionitrile). The yield is 96.0%. As a reaction SMILES: [Li+].[CH3:2][CH:3]([N-:5]C(C)C)C.C(=O)=O.CC(C)=O.C[O:17][C:18]([C:20]1([O:23][CH3:24])[CH2:22][CH2:21]1)=O.C(#N)C>C1COCC1>[CH3:24][O:23][C:20]1([C:18](=[O:17])[CH2:2][C:3]#[N:5])[CH2:22][CH2:21]1 |f:0.1,2.3|. Procedure details: Add a solution of 2 M LDA in THF (29.1 mL, 58.3 mmol) to a dry ice-acetone cooled solution of 1-methoxy-cyclopropanecarboxylic acid methyl ester (WO2005/014577) (3.45 g, 26.5 mmol) and acetonitrile (2.17 g mL, 53.0 mmol) in THF (30 mL). Stir the reaction mixture at −78° C. for 1 hour and then at 22° C. for 0.5 hour. Evaporate the solvent to give a brown solid. Filter and wash with hexanes. Add 2N hydrochloric acid and extract three times with diethyl ether (50 mL each). Dry the combined organic ...